describe an organic reaction: reactants, conditions, products, and yield From a dataset of the Open Reaction Database (ORD), a public repository of structured organic reaction records. Reactants: N1(C=NC2=C1C=CC=C2)CC(=O)C=2C=C(C=CC2)C2=C(SC(=C2)CC(C)C)S(=O)(=O)NC(C)(C)C (3-[3-(2-Benzoimidazol-1-ylacetyl)phenyl]-5-iso-butyl-N-tert-butylthiophene-2-sulfonamide), B(Cl)(Cl)Cl (BCl3), C(=O)([O-])[O-].[Na+].[Na+] (Na2CO3), ClC(=O)OCCCC (butyl chloroformate). The solvent is C(Cl)Cl (CH2Cl2), O (water), C(Cl)Cl (CH2Cl2). Reaction conditions: time 1 hour. The product is C(CCC)OC(=O)NS(=O)(=O)C=1SC(=CC1C1=CC(=CC=C1)C(CN1C=NC2=C1C=CC=C2)=O)CC(C)C (N-Butyloxycarbonyl-3-[3-(2-benzoimidazol-1-ylacetyl)phenyl]-5-iso-butyl-thiophene-2-sulfonamide). The yield is 90.0%. As a reaction SMILES: [N:1]1([CH2:10][C:11]([C:13]2[CH:14]=[C:15]([C:19]3[CH:23]=[C:22]([CH2:24][CH:25]([CH3:27])[CH3:26])[S:21][C:20]=3[S:28]([NH:31]C(C)(C)C)(=[O:30])=[O:29])[CH:16]=[CH:17][CH:18]=2)=[O:12])[C:5]2[CH:6]=[CH:7][CH:8]=[CH:9][C:4]=2[N:3]=[CH:2]1.B(Cl)(Cl)Cl.C([O-])([O-])=O.[Na+].[Na+].Cl[C:47]([O:49][CH2:50][CH2:51][CH2:52][CH3:53])=[O:48]>C(Cl)Cl.O>[CH2:50]([O:49][C:47]([NH:31][S:28]([C:20]1[S:21][C:22]([CH2:24][CH:25]([CH3:27])[CH3:26])=[CH:23][C:19]=1[C:15]1[CH:16]=[CH:17][CH:18]=[C:13]([C:11](=[O:12])[CH2:10][N:1]2[C:5]3[CH:6]=[CH:7][CH:8]=[CH:9][C:4]=3[N:3]=[CH:2]2)[CH:14]=1)(=[O:29])=[O:30])=[O:48])[CH2:51][CH2:52][CH3:53] |f:2.3.4|. Reported procedure: To a solution of 3-[3-(2-Benzoimidazol-1-ylacetyl)phenyl]-5-iso-butyl-N-tert-butylthiophene-2-sulfonamide (67.3 mg, 0.151 mmol; see step (b)) in CH2Cl2 (1 mL) was added BCl3 (0.3 mL, 1.0 M in hexane) and the reaction mixture was stirred for 1 h at ambient temperature. The reaction mixture was concentrated in vacuo. CH2Cl2 (30 mL) was added to the residue and this was washed with water. The organic phase was dried (over anhydrous MgSO4), concentrated in vacuo. To the crude product dissolved in CH... The reactants are ClC1=CC(=C(OC2=CC=C(C=C2)C2=NC(=CC(=N2)C(=O)N)[C@H](CO)O)C=C1)F ((R)-2-(4-(4-chloro-2-fluorophenoxy)phenyl)-6-(1,2-dihydroxyethyl)pyrimidine-4-carboxamide), CC[C@@H]1CN2CC[C@@H]1C[C@@H]2[C@@H](C3=C4C=C(C=CC4=NC=C3)OC)OC5=NN=C(C6=CC=CC=C65)O[C@@H]([C@H]7C[C@@H]8CCN7C[C@@H]8CC)C9=C1C=C(C=CC1=NC=C9)OC (AD-mix-α). Yields the product ClC1=CC(=C(OC2=CC=C(C=C2)C2=NC(=CC(=N2)C(=O)N)[C@@H](CO)O)C=C1)F ((S)-2-(4-(4-chloro-2-fluorophenoxy)phenyl)-6-(1,2-dihydroxyethyl)pyrimidine-4-carboxamide). Reaction SMILES: [Cl:1][C:2]1[CH:27]=[CH:26][C:5]([O:6][C:7]2[CH:12]=[CH:11][C:10]([C:13]3[N:18]=[C:17]([C:19]([NH2:21])=[O:20])[CH:16]=[C:15]([C@@H:22]([OH:25])[CH2:23][OH:24])[N:14]=3)=[CH:9][CH:8]=2)=[C:4]([F:28])[CH:3]=1.CC[C@H]1[C@H]2C[C@H]([C@H](OC3C4C(=CC=CC=4)C(O[C@H](C4C=CN=C5C=4C=C(OC)C=C5)[C@@H]4N5C[C@H](CC)[C@@H](CC5)C4)=NN=3)C3C=CN=C4C=3C=C(OC)C=C4)N(CC2)C1>>[Cl:1][C:2]1[CH:27]=[CH:26][C:5]([O:6][C:7]2[CH:8]=[CH:9][C:10]([C:13]3[N:18]=[C:17]([C:19]([NH2:21])=[O:20])[CH:16]=[C:15]([C@H:22]([OH:25])[CH2:23][OH:24])[N:14]=3)=[CH:11][CH:12]=2)=[C:4]([F:28])[CH:3]=1. Reported procedure: (S)-2-(4-(4-chloro-2-fluorophenoxy)phenyl)-6-(1,2-dihydroxyethyl)pyrimidine-4-carboxamide (Compound Example No. 10) was prepared in a similar fashion to (R)-2-(4-(4-chloro-2-fluorophenoxy)phenyl)-6-(1,2-dihydroxyethyl)pyrimidine-4-carboxamide (Compound Example No. 9) using AD-mix-α instead of AD-Mix-β. 1H NMR (400 MHz, CD3OD): 8.49 (2H, d, J=8.8 Hz), 8.03 (1H, s), 7.30 (1H, dd, J=2.4, 10 Hz), 7.18-7.10 (2H, m), 6.96 (2H, d, J=9.2 Hz), 4.73 (1H, dd, J=3.6, 6.4 Hz), 3.89 (1H, dd, J=3.6, 11 Hz), 3.... Starting materials: CNC, O=C(Cl)N1CC(Sc2ccc(Cl)cc2)C1, C1CCOC1, O. Yields the product CN(C)C(=O)N1CC(Sc2ccc(Cl)cc2)C1. RXN SMILES: [CH3:16][NH:17][CH3:18].[Cl:1][c:2]1[cH:3][cH:4][c:5]([S:8][CH:9]2[CH2:10][N:11]([C:13](=[O:14])[Cl:15])[CH2:12]2)[cH:6][cH:7]1.[O:19]1[CH2:20][CH2:21][CH2:22][CH2:23]1.[OH2:24]>>[Cl:1][c:2]1[cH:3][cH:4][c:5]([S:8][CH:9]2[CH2:10][N:11]([C:13](=[O:14])[N:17]([CH3:16])[CH3:18])[CH2:12]2)[cH:6][cH:7]1.